This data is from the Open Reaction Database (ORD), a public repository of structured organic reaction records. The task is: describe an organic reaction: reactants, conditions, products, and yield The reactants are BrC1=NN=C2N1C1=C(C(=NC2CC)C2=NC=CC=C2)C=C(C=C1)C(F)(F)F (1-bromo-8-(trifluoromethyl)-4-ethyl-6-(2-pyridyl)-4H-s-triazolo[4,3-a][1,4]benzodiazepine), N1CCNCC1 (piperazine). Product: FC(C=1C=CC2=C(C(=NC(C=3N2C(=NN3)N3CCNCC3)CC)C3=NC=CC=C3)C1)(F)F (8-(trifluoromethyl)-4-ethyl-1-piperazino-6-(2-pyridyl)-4H-s-triazolo[4,3-a][1,4]benzodiazepine). RXN SMILES: Br[C:2]1[N:6]2[C:7]3[CH:23]=[CH:22][C:21]([C:24]([F:27])([F:26])[F:25])=[CH:20][C:8]=3[C:9]([C:14]3[CH:19]=[CH:18][CH:17]=[CH:16][N:15]=3)=[N:10][CH:11]([CH2:12][CH3:13])[C:5]2=[N:4][N:3]=1.[NH:28]1[CH2:33][CH2:32][NH:31][CH2:30][CH2:29]1>>[F:25][C:24]([F:27])([F:26])[C:21]1[CH:22]=[CH:23][C:7]2[N:6]3[C:2]([N:28]4[CH2:33][CH2:32][NH:31][CH2:30][CH2:29]4)=[N:3][N:4]=[C:5]3[CH:11]([CH2:12][CH3:13])[N:10]=[C:9]([C:14]3[CH:19]=[CH:18][CH:17]=[CH:16][N:15]=3)[C:8]=2[CH:20]=1. Procedure: In the manner given in Example 1, 1-bromo-8-(trifluoromethyl)-4-ethyl-6-(2-pyridyl)-4H-s-triazolo[4,3-a][1,4]benzodiazepine is heated with excess of piperazine to give 8-(trifluoromethyl)-4-ethyl-1-piperazino-6-(2-pyridyl)-4H-s-triazolo[4,3-a][1,4]benzodiazepine. Reaction SMILES: [CH2:1]([CH3:2])[O:3][C:4](=[O:5])[CH:6]1[CH2:7][CH2:8][N:9]([c:12]2[n:13][cH:14][cH:15][c:16]([C:18]([CH:19]([CH3:20])[c:21]3[c:22]([Cl:29])[cH:23][c:24]([O:27][CH3:28])[cH:25][cH:26]3)([C:30]([F:31])([F:32])[F:33])[OH:34])[cH:17]2)[CH2:10][CH2:11]1.[Cl:35][CH2:36][Cl:37]>>[CH2:1]([CH3:2])[O:3][C:4](=[O:5])[CH:6]1[CH2:7][CH2:8][N:9]([c:12]2[n:13][cH:14][cH:15][c:16]([C:18]([CH:19]([CH3:20])[c:21]3[c:22]([Cl:29])[cH:23][c:24]([OH:27])[cH:25][cH:26]3)([C:30]([F:31])([F:32])[F:33])[OH:34])[cH:17]2)[CH2:10][CH2:11]1. Yields the product CCOC(=O)C1CCN(c2cc(C(O)(C(C)c3ccc(O)cc3Cl)C(F)(F)F)ccn2)CC1. The reactants are CCOC(=O)C1CCN(c2cc(C(O)(C(C)c3ccc(OC)cc3Cl)C(F)(F)F)ccn2)CC1, ClCCl.